describe an organic reaction: reactants, conditions, products, and yield From a dataset of the Open Reaction Database (ORD), a public repository of structured organic reaction records. Reactants: [Cl-].O[NH3+] (hydroxylammonium chloride), C(O)([O-])=O.[Na+] (sodium hydrogen carbonate), CS(=O)C (dimethyl sulfoxide), C(C)C=1N=C(N(C(C1OC1=CC=C(C=C1)CC)=O)CC1=CC=C(C=C1)C=1C(=CC=CC1)C#N)CCC (4′-{[4-ethyl-5-(4-ethylphenoxy)-6-oxo-2-propylpyrimidin-1(6H)-yl]methyl}biphenyl-2-carbonitrile). The solvent is C(C)(=O)OCC (ethyl acetate). Conditions: temperature 40 celsius, time 30 minute. The product is C(C)C1=C(C(N(C(=N1)CCC)CC1=CC=C(C=C1)C1=C(C=CC=C1)C1=NOC(N1)=O)=O)OC1=CC=C(C=C1)CC (6-ethyl-5-(4-ethylphenoxy)-3-{[2′-(5-oxo-4,5-dihydro-1,2,4-oxadiazol-3-yl)biphenyl-4-yl]methyl}-2-propylpyrimidin-4(3H)-one). The yield is 70.9%. RXN SMILES: [Cl-].O[NH3+:3].[C:4](=[O:7])([O-])[OH:5].[Na+].CS(C)=O.[CH2:13]([C:15]1[N:16]=[C:17]([CH2:46][CH2:47][CH3:48])[N:18]([CH2:31][C:32]2[CH:37]=[CH:36][C:35]([C:38]3[C:39]([C:44]#[N:45])=[CH:40][CH:41]=[CH:42][CH:43]=3)=[CH:34][CH:33]=2)[C:19](=[O:30])[C:20]=1[O:21][C:22]1[CH:27]=[CH:26][C:25]([CH2:28][CH3:29])=[CH:24][CH:23]=1)[CH3:14]>C(OCC)(=O)C>[CH2:13]([C:15]1[N:16]=[C:17]([CH2:46][CH2:47][CH3:48])[N:18]([CH2:31][C:32]2[CH:37]=[CH:36][C:35]([C:38]3[CH:43]=[CH:42][CH:41]=[CH:40][C:39]=3[C:44]3[NH:3][C:4](=[O:7])[O:5][N:45]=3)=[CH:34][CH:33]=2)[C:19](=[O:30])[C:20]=1[O:21][C:22]1[CH:23]=[CH:24][C:25]([CH2:28][CH3:29])=[CH:26][CH:27]=1)[CH3:14] |f:0.1,2.3|. Procedure details: A mixture of hydroxylammonium chloride (0.72 g), sodium hydrogen carbonate (1.03 g) and dimethyl sulfoxide (12 mL) was stirred at 40° C. for 30 min, 4′-{[4-ethyl-5-(4-ethylphenoxy)-6-oxo-2-propylpyrimidin-1(6H)-yl]methyl}biphenyl-2-carbonitrile (0.59 g) was added, and the mixture was stirred at 90° C. for 12 hr. The reaction mixture was diluted with ethyl acetate, washed with water and then with saturated brine, and dried over anhydrous magnesium sulfate. The solvent was evaporated under reduced... Starting materials: CCOC(=O)c1oc2ccc(Cl)cc2c1CBr, O=C([O-])[O-], CNCC(OC)OC, CC(C)=O, [K+], [K+]. Product: CCOC(=O)c1oc2ccc(Cl)cc2c1CN(C)CC(OC)OC. As a reaction SMILES: [Br:1][CH2:2][c:3]1[c:4]([C:13](=[O:14])[O:15][CH2:16][CH3:17])[o:5][c:6]2[c:7]1[cH:8][c:9]([Cl:12])[cH:10][cH:11]2.[C:26](=[O:27])([O-:28])[O-:29].[CH3:18][O:19][CH:20]([CH2:21][NH:22][CH3:23])[O:24][CH3:25].[CH3:32][C:33](=[O:34])[CH3:35].[K+:30].[K+:31]>>[CH2:2]([c:3]1[c:4]([C:13](=[O:14])[O:15][CH2:16][CH3:17])[o:5][c:6]2[c:7]1[cH:8][c:9]([Cl:12])[cH:10][cH:11]2)[N:22]([CH2:21][CH:20]([O:19][CH3:18])[O:24][CH3:25])[CH3:23]. The reactants are C(=C1c2ccccc2CCc2ccccc21)C1CN(Cc2ccccc2)CCO1, CC(C)O, Cl. Product: C(=C1c2ccccc2CCc2ccccc21)C1CNCCO1. RXN SMILES: [CH2:1]([c:2]1[cH:3][cH:4][cH:5][cH:6][cH:7]1)[N:8]1[CH2:9][CH:10]([CH:14]=[C:15]2[c:16]3[c:17]([cH:26][cH:27][cH:28][cH:29]3)[CH2:18][CH2:19][c:20]3[c:21]2[cH:22][cH:23][cH:24][cH:25]3)[O:11][CH2:12][CH2:13]1.[CH:30]([OH:31])([CH3:32])[CH3:33].[ClH:34]>>[NH:8]1[CH2:9][CH:10]([CH:14]=[C:15]2[c:16]3[c:17]([cH:26][cH:27][cH:28][cH:29]3)[CH2:18][CH2:19][c:20]3[c:21]2[cH:22][cH:23][cH:24][cH:25]3)[O:11][CH2:12][CH2:13]1. Reactants: C1CCOC1, CON(C)C(=O)C1COC(C)(C)N1C(=O)OCc1ccccc1, [K+], O=S(=O)([O-])O. Product: CC1(C)OCC(C=O)N1C(=O)OCc1ccccc1. RXN SMILES: [CH2:30]1[O:31][CH2:32][CH2:33][CH2:34]1.[CH3:1][O:2][N:3]([C:4](=[O:5])[CH:6]1[N:7]([C:13](=[O:14])[O:15][CH2:16][c:17]2[cH:18][cH:19][cH:20][cH:21][cH:22]2)[C:8]([CH3:11])([CH3:12])[O:9][CH2:10]1)[CH3:23].[K+:29].[S:24](=[O:25])(=[O:26])([OH:27])[O-:28]>>[CH:4](=[O:5])[CH:6]1[N:7]([C:13](=[O:14])[O:15][CH2:16][c:17]2[cH:18][cH:19][cH:20][cH:21][cH:22]2)[C:8]([CH3:11])([CH3:12])[O:9][CH2:10]1. Reactants: C(O)([O-])=O.[Na+] (sodium hydrogencarbonate), CC1=CC(=C(C=C1)C=1CCNCC1)C1CC(CC(C1)(C)C)(C)C (4-[4-methyl-2-(3,3,5,5-tetramethylcyclohexyl)phenyl]-1,2,3,6-tetrahydropyridine), C(CC)=O (propionaldehyde), C(C)(=O)O[BH-](OC(C)=O)OC(C)=O.[Na+] (sodium triacetoxyborohydride), C(C)(=O)O (acetic acid). The solvent is O1CCCC1 (tetrahydrofuran), C(C)(=O)OCC (ethyl acetate). Conditions: time 12 hour. Product: CC1=CC(=C(C=C1)C=1CCN(CC1)CCC)C1CC(CC(C1)(C)C)(C)C (4-[4-methyl-2-(3,3,5,5-tetramethylcyclohexyl)phenyl]-1-propyl-1,2,3,6-tetrahydropyridine). Isolated yield 77.5%. As a reaction SMILES: [CH3:1][C:2]1[CH:7]=[CH:6][C:5]([C:8]2[CH2:9][CH2:10][NH:11][CH2:12][CH:13]=2)=[C:4]([CH:14]2[CH2:19][C:18]([CH3:21])([CH3:20])[CH2:17][C:16]([CH3:23])([CH3:22])[CH2:15]2)[CH:3]=1.[CH:24](=O)[CH2:25][CH3:26].C(O[BH-](OC(=O)C)OC(=O)C)(=O)C.[Na+].C(O)(=O)C.C(=O)([O-])O.[Na+]>O1CCCC1.C(OCC)(=O)C>[CH3:1][C:2]1[CH:7]=[CH:6][C:5]([C:8]2[CH2:13][CH2:12][N:11]([CH2:24][CH2:25][CH3:26])[CH2:10][CH:9]=2)=[C:4]([CH:14]2[CH2:19][C:18]([CH3:21])([CH3:20])[CH2:17][C:16]([CH3:23])([CH3:22])[CH2:15]2)[CH:3]=1 |f:2.3,5.6|. Reported procedure: To a solution of 4-[4-methyl-2-(3,3,5,5-tetramethylcyclohexyl)phenyl]-1,2,3,6-tetrahydropyridine (70 mg, 0.23 mmol) produced in Example (104f) in tetrahydrofuran (2 mL) were added propionaldehyde (15.7 mg, 0.27 mmol), sodium triacetoxyborohydride (72 mg, 0.34 mmol) and acetic acid (27 mg, 0.45 mmol), followed by stirring for 12 hours at room temperature. Saturated aqueous solution of sodium hydrogencarbonate was added to the reaction mixture and extraction was performed with ethyl acetate. The o... Reactants: N1CC(C1)C#N (azetidine-3-carbonitrile), BrC=1C=CC=2N(C1)C(=CN2)C(=O)NC2=C(C=CC(=C2)C2=NOC(=N2)CO)C (6-bromo-N-(5-(5-(hydroxymethyl)-1,2,4-oxadiazol-3-yl)-2-methylphenyl)imidazo[1,2-a]pyridine-3-carboxamide), CCN(C(C)C)C(C)C (DIEA), CS(=O)(=O)Cl (MsCl). Run in O (water), CN(C)C=O (DMF), ClCCl (dichloromethane), ClCCl (dichloromethane). Reaction conditions: time 10 minute. The product is BrC=1C=CC=2N(C1)C(=CN2)C(=O)NC2=C(C=CC(=C2)C2=NOC(=N2)CN2CC(C2)C#N)C (6-bromo-N-(5-(5-((3-cyanoazetidin-1-yl)methyl)-1,2,4-oxadiazol-3-yl)-2-methylphenyl)imidazo[1,2-a]pyridine-3-carboxamide). As a reaction SMILES: [Br:1][C:2]1[CH:3]=[CH:4][C:5]2[N:6]([C:8]([C:11]([NH:13][C:14]3[CH:19]=[C:18]([C:20]4[N:24]=[C:23]([CH2:25]O)[O:22][N:21]=4)[CH:17]=[CH:16][C:15]=3[CH3:27])=[O:12])=[CH:9][N:10]=2)[CH:7]=1.CCN(C(C)C)C(C)C.CS(Cl)(=O)=O.[NH:42]1[CH2:45][CH:44]([C:46]#[N:47])[CH2:43]1>ClCCl.CN(C=O)C.O>[Br:1][C:2]1[CH:3]=[CH:4][C:5]2[N:6]([C:8]([C:11]([NH:13][C:14]3[CH:19]=[C:18]([C:20]4[N:24]=[C:23]([CH2:25][N:42]5[CH2:45][CH:44]([C:46]#[N:47])[CH2:43]5)[O:22][N:21]=4)[CH:17]=[CH:16][C:15]=3[CH3:27])=[O:12])=[CH:9][N:10]=2)[CH:7]=1. Procedure details: To a solution of 6-bromo-N-(5-(5-(hydroxymethyl)-1,2,4-oxadiazol-3-yl)-2-methylphenyl)imidazo[1,2-a]pyridine-3-carboxamide (142) (200 mg, 0.47 mmol) and DIEA (0.25 mL, 1.41 mmol) in dichloromethane (5 mL) was added MsCl (108.1 mg, 0.94 mmol). The mixture was stirred at room temperature for 10 minutes and then diluted with dichloromethane (10 mL) and washed with water. The organic layers were dried over Na2SO4, filtered and concentrated to give a residue which was dissolved in DMF (2 mL). Then az... Reactants: ClC1=CC(NC(N1CC1CC1)=O)=O (6-Chloro-1-cyclopropylmethyluracil), NN (hydrazine). Solvent: C(C)O (ethanol). Conditions: temperature 82.5 celsius. Yields the product C1(CC1)CN1C(NC(C=C1NN)=O)=O (1-cyclopropylmethyl-6-hydrazinopyrimidine-2,4[1H,3H]dione). Reaction SMILES: Cl[C:2]1[N:7]([CH2:8][CH:9]2[CH2:11][CH2:10]2)[C:6](=[O:12])[NH:5][C:4](=[O:13])[CH:3]=1.[NH2:14][NH2:15]>C(O)C>[CH:9]1([CH2:8][N:7]2[C:2]([NH:14][NH2:15])=[CH:3][C:4](=[O:13])[NH:5][C:6]2=[O:12])[CH2:11][CH2:10]1. Procedure details: 6-Chloro-1-cyclopropylmethyluracil (24.34 g, 0.12 mol) was suspended in absolute ethanol (245 mL) under nitrogen. Anhydrous hydrazine (11.69 g, 0.36 mol) was added via syringe in excess, resulting in a clear-yellow solution. The reaction mixture was heated at 80-85° C. for one hour; bright yellow crystals began forming within minutes of the application of heat. The reaction mixture was cooled to room temperature and then in an ice bath, and the crude product collected by filtration. N2H4×HCl was... The reactants are CO, O=Cc1ccc(OCc2ccc(Cl)cc2)c(F)c1, [K+], [OH-], O, c1cnc2[nH]ccc2c1. Product: OC(c1ccc(OCc2ccc(Cl)cc2)c(F)c1)c1c[nH]c2ncccc12. RXN SMILES: [CH3:31][OH:32].[Cl:10][c:11]1[cH:12][cH:13][c:14]([CH2:15][O:16][c:17]2[c:18]([F:25])[cH:19][c:20]([CH:21]=[O:22])[cH:23][cH:24]2)[cH:26][cH:27]1.[K+:29].[OH-:28].[OH2:30].[nH:1]1[cH:2][cH:3][c:4]2[cH:5][cH:6][cH:7][n:8][c:9]12>>[nH:1]1[cH:2][c:3]([CH:21]([c:20]2[cH:19][c:18]([F:25])[c:17]([O:16][CH2:15][c:14]3[cH:13][cH:12][c:11]([Cl:10])[cH:27][cH:26]3)[cH:24][cH:23]2)[OH:22])[c:4]2[cH:5][cH:6][cH:7][n:8][c:9]12. Starting materials: FC1=C(CN2C=C(C=3C2=CN=C(C3)C(=O)OC)CSC3=CC=CC=C3)C=CC(=C1)F (Methyl 1-(2,4-difluorobenzyl)-3-[(phenylthio)methyl]-1H-pyrrolo[2,3-c]pyridine-5-carboxylate), C([O-])(O)=O.[Na+] (sodium bicarbonate), CCN(C(C)C)C(C)C (i-Pr2NEt), N1C(CNCC1)=O (piperazin-2-one). The solvent is CN(C)C=O (DMF). Run at temperature 50 celsius, time 4 hour. Yields the product FC1=CC=C(CN2C=C(C=3C2=CN=C(C3)C(=O)OC)CN3CC(NCC3)=O)C=C1 (methyl 1-(4-fluorobenzyl)-3-((3-oxopiperazin-1-yl)methyl)-1H-pyrrolo[2,3-c]pyridine-5-carboxylate). Yield: 95.1%. RXN SMILES: F[C:2]1[CH:29]=[C:28]([F:30])[CH:27]=[CH:26][C:3]=1[CH2:4][N:5]1[C:9]2=[CH:10][N:11]=[C:12]([C:14]([O:16][CH3:17])=[O:15])[CH:13]=[C:8]2[C:7]([CH2:18]SC2C=CC=CC=2)=[CH:6]1.[NH:31]1[CH2:36][CH2:35][NH:34][CH2:33][C:32]1=[O:37].CCN(C(C)C)C(C)C.C(=O)(O)[O-].[Na+]>CN(C=O)C>[F:30][C:28]1[CH:29]=[CH:2][C:3]([CH2:4][N:5]2[C:9]3=[CH:10][N:11]=[C:12]([C:14]([O:16][CH3:17])=[O:15])[CH:13]=[C:8]3[C:7]([CH2:18][N:34]3[CH2:35][CH2:36][NH:31][C:32](=[O:37])[CH2:33]3)=[CH:6]2)=[CH:26][CH:27]=1 |f:3.4|. Procedure details: A solution of methyl 3-(chloromethyl)-1-(4-fluorobenzyl)-1H-pyrrolo[2,3-c]pyridine-5-carboxylate (24 mL, 2.0M in CH2Cl2, 48.3 mmol) [prepared as described in step 2 of example 40] was evaporated in vacuo to a residue. To this residue, anhydrous DMF (150 mL) and piperazin-2-one (386.4 mmol, 38.689, 8.0 eq.) were added followed by i-Pr2NEt (18.77 g, 145.2 mmol, 25.29 mL, 3 eq.). The mixture, under nitrogen, was placed in an oil bath and the bath was warmed to 50° C. After stirring for 4 hours (50°... Starting materials: BrBr (bromine), C(=O)(O)[O-].[Na+] (NaHCO3), C(C1=CC=CC=C1)N1CC(C(CC1)CC(=O)OCC)=O (ethyl (1-benzyl-3-oxopiperidin-4-yl)acetate), O.NN (hydrazine monohydrate). The solvent is CCO (EtOH), C(C)(=O)O (acetic acid). Run at temperature 80 celsius, time 1 hour. Product: C(C1=CC=CC=C1)N1CC=2N=NC(=CC2CC1)O (7-benzyl-5,6,7,8-tetrahydropyrido[3.4-c]pyridazin-3-ol). RXN SMILES: [CH2:1]([N:8]1[CH2:13][CH2:12][CH:11]([CH2:14][C:15]([O:17]CC)=O)[C:10](=O)[CH2:9]1)[C:2]1[CH:7]=[CH:6][CH:5]=[CH:4][CH:3]=1.O.[NH2:22][NH2:23].BrBr.C([O-])(O)=O.[Na+]>CCO.C(O)(=O)C>[CH2:1]([N:8]1[CH2:13][CH2:12][C:11]2[CH:14]=[C:15]([OH:17])[N:23]=[N:22][C:10]=2[CH2:9]1)[C:2]1[CH:7]=[CH:6][CH:5]=[CH:4][CH:3]=1 |f:1.2,4.5|. Procedure: A mixture of ethyl (1-benzyl-3-oxopiperidin-4-yl)acetate (11.4 g, 41.4 mmol) and hydrazine monohydrate (3.1 g, 62 mmol) in EtOH (50 mL) is stirred at 80° C. for one hour. The resulting solution is cooled, and concentrated in vacuo to give a white solid. The white solid is dissolved in acetic acid (120 mL) and the mixture is heated at 85° C. To the reaction mixture is added bromine (6.62 g, 41.4 mmol) dropwise. The resulting mixture is heated for another 30 min. The solvent is removed in vacuo to...